Dataset: the Open Reaction Database (ORD), a public repository of structured organic reaction records. Task: describe an organic reaction: reactants, conditions, products, and yield Reactants: O=C([O-])O, COc1ccc(-c2c(C(=O)OC(C)(C)C)n(S(=O)(=O)c3cccc(C(F)(F)F)c3)c3ccccc23)cc1, [Na+], O=C(O)C(F)(F)F. Product: COc1ccc(-c2c(C(=O)O)n(S(=O)(=O)c3cccc(C(F)(F)F)c3)c3ccccc23)cc1. As a reaction SMILES: [C:38](=[O:39])([OH:40])[O-:41].[CH3:1][O:2][c:3]1[cH:4][cH:5][c:6](-[c:9]2[c:10]([C:31](=[O:32])[O:33][C:34]([CH3:35])([CH3:36])[CH3:37])[n:11]([S:18](=[O:19])(=[O:20])[c:21]3[cH:22][c:23]([C:27]([F:28])([F:29])[F:30])[cH:24][cH:25][cH:26]3)[c:12]3[cH:13][cH:14][cH:15][cH:16][c:17]23)[cH:7][cH:8]1.[Na+:42].[OH:43][C:44]([C:45]([F:46])([F:47])[F:48])=[O:49]>>[CH3:1][O:2][c:3]1[cH:4][cH:5][c:6](-[c:9]2[c:10]([C:31](=[O:32])[OH:33])[n:11]([S:18](=[O:19])(=[O:20])[c:21]3[cH:22][c:23]([C:27]([F:28])([F:29])[F:30])[cH:24][cH:25][cH:26]3)[c:12]3[cH:13][cH:14][cH:15][cH:16][c:17]23)[cH:7][cH:8]1. Starting materials: Clc1ccccc1OCC1CO1, c1cc(N2CCNCC2)c2cc[nH]c2c1. Product: OC(COc1ccccc1Cl)CN1CCN(c2cccc3[nH]ccc23)CC1. Reaction SMILES: [Cl:1][c:2]1[c:3]([O:4][CH2:5][CH:6]2[CH2:7][O:8]2)[cH:9][cH:10][cH:11][cH:12]1.[nH:13]1[cH:14][cH:15][c:16]2[c:17]([N:22]3[CH2:23][CH2:24][NH:25][CH2:26][CH2:27]3)[cH:18][cH:19][cH:20][c:21]12>>[Cl:1][c:2]1[c:3]([O:4][CH2:5][CH:6]([CH2:7][N:25]2[CH2:24][CH2:23][N:22]([c:17]3[c:16]4[cH:15][cH:14][nH:13][c:21]4[cH:20][cH:19][cH:18]3)[CH2:27][CH2:26]2)[OH:8])[cH:9][cH:10][cH:11][cH:12]1. Starting materials: CCCC[N+](CCCC)(CCCC)CCCC.[F-] (TBAF), solution, CN(C(CN1N=CC(=C1)C#C[Si](C)(C)C)=O)C (N,N-Dimethyl-2-(4-((trimethylsilyl)ethynyl)-1H-pyrazol-1-yl)acetamide). The solvent is C1CCOC1 (THF), C1CCOC1 (THF), C1CCOC1 (THF). Product: C(#C)C=1C=NN(C1)CC(=O)N(C)C (2-(4-Ethynyl-1H-pyrazol-1-yl)-N,N-dimethylacetamide). The yield is 77.0%. RXN SMILES: [CH3:1][N:2]([CH3:17])[C:3](=[O:16])[CH2:4][N:5]1[CH:9]=[C:8]([C:10]#[C:11][Si](C)(C)C)[CH:7]=[N:6]1.CCCC[N+](CCCC)(CCCC)CCCC.[F-]>C1COCC1>[C:10]([C:8]1[CH:7]=[N:6][N:5]([CH2:4][C:3]([N:2]([CH3:17])[CH3:1])=[O:16])[CH:9]=1)#[CH:11] |f:1.2|. Procedure: N,N-Dimethyl-2-(4-((trimethylsilyl)ethynyl)-1H-pyrazol-1-yl)acetamide (Preparation 100, 0.55 g, 2.2 mmol) was dissolved in dry THF (10 ml). To the stirred solution was then added a solution of TBAF in THF (2.4 ml of a 1M solution in THF, 2.4 mmol). After 20 minutes the reaction was concentrated in vacuo and the residue taken up in ethyl acetate. The organic solution was washed with water, brine and dried over sodium sulphate. The organic solution was then concentrated in vacuum and the crude pro... Starting materials: P(=O)([O-])([O-])[O-] (phosphate), FC1=C(C=CC(=C1)F)C1(OC1C)CN1N=CN=C1 ((2RS,3SR)-2-(2,4-difluorophenyl)-3-methyl-2-(1H-1,2,4-triazol-1-yl)methyloxirane), SCCC(=O)OC (methyl 3-mercaptopropionate), C[O-].[Na+].CO (sodium methylate methanol), C[O-].[Na+] (Sodium methylate), resultant solution, SCCC(=O)OC (methyl 3-mercaptopropionate), resultant solution. Run in O (water), CO (methanol). The product is FC1=C(C=CC(=C1)F)C(CN1N=CN=C1)(C(C)S)O ((2RS,3 RS)-2-(2,4-difluorophenyl)-3-mercapto-1-(1H-1,2,4-triazol-1-yl)-2butanol). As a reaction SMILES: [F:1][C:2]1[CH:7]=[C:6]([F:8])[CH:5]=[CH:4][C:3]=1[C:9]1([CH2:13][N:14]2[CH:18]=[N:17][CH:16]=[N:15]2)[CH:11]([CH3:12])[O:10]1.[SH:19]CCC(OC)=O.C[O-].[Na+].CO.C[O-].[Na+].P([O-])([O-])([O-])=O>CO.O>[F:1][C:2]1[CH:7]=[C:6]([F:8])[CH:5]=[CH:4][C:3]=1[C:9]([OH:10])([CH:11]([SH:19])[CH3:12])[CH2:13][N:14]1[CH:18]=[N:17][CH:16]=[N:15]1 |f:2.3.4,5.6|. Procedure details: A solution of (2RS,3SR)-2-(2,4-difluorophenyl)-3-methyl-2-(1H-1,2,4-triazol-1-yl)methyloxirane (7.0 g), methyl 3-mercaptopropionate (30.8 ml) and 28% sodium methylate-methanol solution (19.6 ml) in methanol (210 ml) was refluxed for 2 hours. 28% Sodium methylate methanolic solution (9.8 ml) was added to the resultant solution and refluxed for 1 hour. Thereafter, methyl 3-mercaptopropionate (4 ml) was added to the resultant solution and refluxed for 2 hours. After ice-cooling, the reaction mixtur...